Dataset: the Open Reaction Database (ORD), a public repository of structured organic reaction records. Task: describe an organic reaction: reactants, conditions, products, and yield Reactants: CC(=O)O, Cl, CCOC(=O)c1cn(-c2cccs2)c2cc(F)c(F)cc2c1=O. The product is O=C(O)c1cn(-c2cccs2)c2cc(F)c(F)cc2c1=O. Reaction SMILES: [CH3:25][C:26](=[O:27])[OH:28].[ClH:24].[F:1][c:2]1[cH:3][c:4]2[c:5](=[O:23])[c:6]([C:18](=[O:19])[O:20][CH2:21][CH3:22])[cH:7][n:8](-[c:13]3[s:14][cH:15][cH:16][cH:17]3)[c:9]2[cH:10][c:11]1[F:12]>>[F:1][c:2]1[cH:3][c:4]2[c:5](=[O:23])[c:6]([C:18](=[O:19])[OH:20])[cH:7][n:8](-[c:13]3[s:14][cH:15][cH:16][cH:17]3)[c:9]2[cH:10][c:11]1[F:12].